Dataset: the Open Reaction Database (ORD), a public repository of structured organic reaction records. Task: describe an organic reaction: reactants, conditions, products, and yield Reactants: CCOC(=O)c1cc(-c2ccnc(N)n2)sc1-c1ccccc1, CCO, Cl, [Na+], [OH-], O. Product: Nc1nccc(-c2cc(C(=O)O)c(-c3ccccc3)s2)n1. RXN SMILES: [CH2:1]([CH3:2])[O:3][C:4](=[O:5])[c:6]1[c:7](-[c:18]2[cH:19][cH:20][cH:21][cH:22][cH:23]2)[s:8][c:9](-[c:11]2[n:12][c:13]([NH2:17])[n:14][cH:15][cH:16]2)[cH:10]1.[CH3:28][CH2:29][OH:30].[ClH:26].[Na+:25].[OH-:24].[OH2:27]>>[O:3]=[C:4]([OH:5])[c:6]1[c:7](-[c:18]2[cH:19][cH:20][cH:21][cH:22][cH:23]2)[s:8][c:9](-[c:11]2[n:12][c:13]([NH2:17])[n:14][cH:15][cH:16]2)[cH:10]1.